Dataset: the Open Reaction Database (ORD), a public repository of structured organic reaction records. Task: describe an organic reaction: reactants, conditions, products, and yield The product is COC(=O)C1CC(=O)N(c2ccc(OCc3cccc(F)c3)cc2)C1. The reactants are COC(=O)C1CC(=O)N(c2ccc(O)cc2)C1, OCc1cccc(F)c1, CC(C)OC(=O)N=NC(=O)OC(C)C, C1CCOC1, c1ccc(P(c2ccccc2)c2ccccc2)cc1. RXN SMILES: [CH3:29][O:30][C:31](=[O:32])[CH:33]1[CH2:34][N:35]([c:39]2[cH:40][cH:41][c:42]([OH:45])[cH:43][cH:44]2)[C:36](=[O:38])[CH2:37]1.[F:1][c:2]1[cH:3][c:4]([CH2:5][OH:6])[cH:7][cH:8][cH:9]1.[O:46]=[C:47]([O:48][CH:49]([CH3:50])[CH3:51])[N:52]=[N:53][C:54]([O:55][CH:56]([CH3:57])[CH3:58])=[O:59].[O:60]1[CH2:61][CH2:62][CH2:63][CH2:64]1.[c:10]1([P:11]([c:12]2[cH:13][cH:14][cH:15][cH:16][cH:17]2)[c:18]2[cH:19][cH:20][cH:21][cH:22][cH:23]2)[cH:24][cH:25][cH:26][cH:27][cH:28]1>>[F:1][c:2]1[cH:3][c:4]([CH2:5][O:6][c:42]2[cH:41][cH:40][c:39]([N:35]3[CH2:34][CH:33]([C:31]([O:30][CH3:29])=[O:32])[CH2:37][C:36]3=[O:38])[cH:44][cH:43]2)[cH:7][cH:8][cH:9]1. The product is OCc1cn(Cc2ccccc2)nc1OCc1ccccc1. RXN SMILES: [Al+3:2].[CH2:7]([c:8]1[cH:9][cH:10][cH:11][cH:12][cH:13]1)[n:14]1[n:15][c:16]([O:24][CH2:25][c:26]2[cH:27][cH:28][cH:29][cH:30][cH:31]2)[c:17]([C:19](=[O:20])[O:21][CH2:22][CH3:23])[cH:18]1.[H-:1].[H-:4].[H-:5].[H-:6].[Li+:3].[O:33]1[CH2:34][CH2:35][CH2:36][CH2:37]1.[OH2:32]>>[CH2:7]([c:8]1[cH:9][cH:10][cH:11][cH:12][cH:13]1)[n:14]1[n:15][c:16]([O:24][CH2:25][c:26]2[cH:27][cH:28][cH:29][cH:30][cH:31]2)[c:17]([CH2:19][OH:20])[cH:18]1. The reactants are [Al+3], CCOC(=O)c1cn(Cc2ccccc2)nc1OCc1ccccc1, [H-], [H-], [H-], [H-], [Li+], C1CCOC1, O. The reactants are B, CC(=O)NC(C)c1cc(S(N)(=O)=O)sc1S(C)(=O)=O, CSC, Cl, C1CCOC1. Yields the product CCNC(C)c1cc(S(N)(=O)=O)sc1S(C)(=O)=O. RXN SMILES: [BH3:23].[C:1]([CH3:2])(=[O:3])[NH:4][CH:5]([CH3:6])[c:7]1[cH:8][c:9]([S:16](=[O:17])(=[O:18])[NH2:19])[s:10][c:11]1[S:12](=[O:13])(=[O:14])[CH3:15].[CH3:20][S:21][CH3:22].[ClH:24].[O:25]1[CH2:26][CH2:27][CH2:28][CH2:29]1>>[CH2:1]([CH3:2])[NH:4][CH:5]([CH3:6])[c:7]1[cH:8][c:9]([S:16](=[O:17])(=[O:18])[NH2:19])[s:10][c:11]1[S:12](=[O:13])(=[O:14])[CH3:15]. Starting materials: NCCCc1ccccc1, O=C(O)c1ccc(Nc2ccccc2)nc1. Product: O=C(NCCCc1ccccc1)c1ccc(Nc2ccccc2)nc1. RXN SMILES: [c:17]1([CH2:23][CH2:24][CH2:25][NH2:26])[cH:18][cH:19][cH:20][cH:21][cH:22]1.[c:1]1([NH:7][c:8]2[n:9][cH:10][c:11]([C:12](=[O:13])[OH:14])[cH:15][cH:16]2)[cH:2][cH:3][cH:4][cH:5][cH:6]1>>[c:1]1([NH:7][c:8]2[n:9][cH:10][c:11]([C:12](=[O:14])[NH:26][CH2:25][CH2:24][CH2:23][c:17]3[cH:18][cH:19][cH:20][cH:21][cH:22]3)[cH:15][cH:16]2)[cH:2][cH:3][cH:4][cH:5][cH:6]1.